From a dataset of the Open Reaction Database (ORD), a public repository of structured organic reaction records. describe an organic reaction: reactants, conditions, products, and yield Yields the product CN1CCN(CC(N)CO)CC1. RXN SMILES: [C:1](=[O:2])([CH3:3])[NH:4][CH:5]([CH2:6][OH:7])[CH2:8][N:9]1[CH2:10][CH2:11][N:12]([CH3:15])[CH2:13][CH2:14]1.[ClH:16]>>[NH2:4][CH:5]([CH2:6][OH:7])[CH2:8][N:9]1[CH2:10][CH2:11][N:12]([CH3:15])[CH2:13][CH2:14]1. Reactants: CC(=O)NC(CO)CN1CCN(C)CC1, Cl. Reactants: CCN(C(C)C)C(C)C, O=[N+]([O-])c1ccc(F)cc1, C1CC2(CCN1)OCCO2, O. The product is O=[N+]([O-])c1ccc(N2CCC3(CC2)OCCO3)cc1. Reaction SMILES: [CH:11]([N:12]([CH:13]([CH3:14])[CH3:15])[CH2:16][CH3:17])([CH3:18])[CH3:19].[F:20][c:21]1[cH:22][cH:23][c:24]([N+:27](=[O:28])[O-:29])[cH:25][cH:26]1.[O:1]1[CH2:2][CH2:3][O:4][C:5]12[CH2:6][CH2:7][NH:8][CH2:9][CH2:10]2.[OH2:30]>>[O:1]1[CH2:2][CH2:3][O:4][C:5]12[CH2:6][CH2:7][N:8]([c:21]1[cH:22][cH:23][c:24]([N+:27](=[O:28])[O-:29])[cH:25][cH:26]1)[CH2:9][CH2:10]2.